Dataset: the Open Reaction Database (ORD), a public repository of structured organic reaction records. Task: describe an organic reaction: reactants, conditions, products, and yield Starting materials: C(C)OC(=O)C1=CC=C(C=C1)B(O)O ({4-[(ethyloxy)carbonyl]phenyl}boronic acid), BrC1=CC=C(C=C1)OCC1CCN(CC1)C(=O)OC(C)C (1-methylethyl 4-{[(4-bromophenyl)oxy]methyl}-1-piperidinecarboxylate). Yields the product C(C)OC(=O)C1=CC=C(C=C1)C1=CC=C(C=C1)OCC1CCN(CC1)C(=O)OC(C)C (1-Methylethyl 4-[({4′-[(ethyloxy)carbonyl]-4-biphenylyl}oxy)methyl]-1-piperidinecarboxylate). The yield is 5.6%. As a reaction SMILES: [CH2:1]([O:3][C:4]([C:6]1[CH:11]=[CH:10][C:9](B(O)O)=[CH:8][CH:7]=1)=[O:5])[CH3:2].Br[C:16]1[CH:21]=[CH:20][C:19]([O:22][CH2:23][CH:24]2[CH2:29][CH2:28][N:27]([C:30]([O:32][CH:33]([CH3:35])[CH3:34])=[O:31])[CH2:26][CH2:25]2)=[CH:18][CH:17]=1>>[CH2:1]([O:3][C:4]([C:6]1[CH:11]=[CH:10][C:9]([C:16]2[CH:17]=[CH:18][C:19]([O:22][CH2:23][CH:24]3[CH2:25][CH2:26][N:27]([C:30]([O:32][CH:33]([CH3:35])[CH3:34])=[O:31])[CH2:28][CH2:29]3)=[CH:20][CH:21]=2)=[CH:8][CH:7]=1)=[O:5])[CH3:2]. Procedure details: The title compound (2.4 mg, 6%) was prepared from {4-[(ethyloxy)carbonyl]phenyl}boronic acid (19.4 mg, 0.1 mmol) and 1-methylethyl 4-{[(4-bromophenyl)oxy]methyl}-1-piperidinecarboxylate (Example 9, Step 2, 36 mg, 0.10 mmol) in a manner similar to Example 9, Step 3. LRMS (ESI), m/z 448 (M+Na). Starting materials: C1(=CC=CC=C1)C (toluene), C(C)(C)(C)OC(=O)N1CC(C1)OC1=C(C=C(C=C1)[N+](=O)[O-])OC (3-(2-methoxy-4-nitro-phenoxy)-azetidine-1-carboxylic acid tert-butyl ester), stainless steel, CO (MeOH). Reagents/catalysts: [Pd] (palladium on carbon). The solvent is C1CCOC1 (THF). Product: C(C)(C)(C)OC(=O)N1CC(C1)OC1=C(C=C(C=C1)N)OC (3-(4-Amino-2-methoxy-phenoxy)-azetidine-1-carboxylic acid tert-butyl ester). Isolated yield 101.0%. RXN SMILES: [C:1]([O:5][C:6]([N:8]1[CH2:11][CH:10]([O:12][C:13]2[CH:18]=[CH:17][C:16]([N+:19]([O-])=O)=[CH:15][C:14]=2[O:22][CH3:23])[CH2:9]1)=[O:7])([CH3:4])([CH3:3])[CH3:2].CO.C1(C)C=CC=CC=1>C1COCC1.[Pd]>[C:1]([O:5][C:6]([N:8]1[CH2:9][CH:10]([O:12][C:13]2[CH:18]=[CH:17][C:16]([NH2:19])=[CH:15][C:14]=2[O:22][CH3:23])[CH2:11]1)=[O:7])([CH3:4])([CH3:3])[CH3:2]. Procedure: Dissolve 3-(2-methoxy-4-nitro-phenoxy)-azetidine-1-carboxylic acid tert-butyl ester (210 g, 639 mmol) in THF (630 mL) and transfer with MeOH (1680 mL) to a stainless steel tank containing 10% palladium on carbon pre-wet with toluene. Hydrogenate the mixture on a Parr shaker for 2.5 h. Remove the catalyst by filtration through diatomaceous earth and rinse the solids with MeOH. Concentrate the filtrate in vacuo, and then co-evaporate the residue three times with heptane (500 mL each time) to obtai... The product is C1(C=2C(C(N1CC1NC3=CC=CC=C3C1)=O)=CC=CC2)=O (2-phthalimidomethylindoline). As a reaction SMILES: [NH2:1][CH2:2][CH:3]1[CH2:11][C:10]2[C:5](=[CH:6][CH:7]=[CH:8][CH:9]=2)[NH:4]1.[C:12]1(=O)[O:17][C:15](=[O:16])[C:14]2=[CH:18][CH:19]=[CH:20][CH:21]=[C:13]12.O>C1(C)C=CC=CC=1>[C:12]1(=[O:17])[N:1]([CH2:2][CH:3]2[CH2:11][C:10]3[C:5](=[CH:6][CH:7]=[CH:8][CH:9]=3)[NH:4]2)[C:15](=[O:16])[C:14]2=[CH:18][CH:19]=[CH:20][CH:21]=[C:13]12. Starting materials: NCC1NC2=CC=CC=C2C1 (2-aminomethylindoline), C1(C=2C(C(=O)O1)=CC=CC2)=O (phthalic anhydride), O (water). Procedure: A mixture of 2-aminomethylindoline (6.0 g, 40.48 mmol) and phthalic anhydride (6.30 g, 42.51 mmol) in toluene (600 mL) was refluxed for 4 h, while water generated during the reaction was removed by azeotropic distillation by using Dean-Stark apparatus. The mixture was concentrated to give a crude 2-phthalimidomethylindoline (11.84 g), which was used for the next step without further purification: 1H NMR (270 MHz, CDCl3) δ7.82 (m, 2H), 7.71 (m, 2H), 7.03 (d, 1H, J=7 Hz), 6.95 (dt, 1H, J=1,7 Hz), ... The solvent is C1(=CC=CC=C1)C (toluene). Isolated yield 105.1%. Starting materials: C(CCCC)C=1C(=C(C=CC1)F)F (3-pentyl-1,2-difluorobenzene), 1c, C(=O)=O (dry ice). Run at temperature -20 celsius. Product: C(CC)C1=C(C(=C(C(=O)O)C=C1)F)F (4-propyl-2,3-difluorobenzoic acid). RXN SMILES: [CH2:1]([C:6]1[C:7]([F:13])=[C:8]([F:12])[CH:9]=[CH:10][CH:11]=1)[CH2:2][CH2:3]CC.[C:14](=[O:16])=[O:15]>>[CH2:1]([C:6]1[CH:11]=[CH:10][C:9]([C:14]([OH:16])=[O:15])=[C:8]([F:12])[C:7]=1[F:13])[CH2:2][CH3:3]. Reported procedure: 3-Propyl-1,2-difluorobenzene (obtainable according to Example 2) is metalated as described in 1c). 20 g of dry ice are added slowly at -70° C. The mixture is subsequently warmed to -20° C. Customary working up gives colourless crystals, m.p. 148° C. The reactants are FC(C=1C=C(C=CC1)C1=CCNC=2N1N=CC2C#N)(F)F (4,5-dihydro-7-[3-(trifluoromethyl)phenyl]pyrazolo[1,5-a]pyrimidine-3-carbonitrile), C(C)(=O)OCC (ethyl acetate). The reagents and catalysts are [Pd] (palladium-on-carbon). Solvent: C(C)(=O)O (acetic acid). Conditions: time 4.5 hour. Product: FC(C=1C=C(C=CC1)C1CCNC=2N1N=CC2C#N)(F)F (4,5,6,7-Tetrahydro-7-[3-(trifluoromethyl)phenyl]pyrazolo[1,5-a]pyrimidine-3-carbonitrile). Reaction SMILES: [F:1][C:2]([F:21])([F:20])[C:3]1[CH:4]=[C:5]([C:9]2[N:14]3[N:15]=[CH:16][C:17]([C:18]#[N:19])=[C:13]3[NH:12][CH2:11][CH:10]=2)[CH:6]=[CH:7][CH:8]=1.C(OCC)(=O)C>[Pd].C(O)(=O)C>[F:20][C:2]([F:1])([F:21])[C:3]1[CH:4]=[C:5]([CH:9]2[N:14]3[N:15]=[CH:16][C:17]([C:18]#[N:19])=[C:13]3[NH:12][CH2:11][CH2:10]2)[CH:6]=[CH:7][CH:8]=1. Procedure: A mixture of 1.5 parts of 4,5-dihydro-7-[3-(trifluoromethyl)phenyl]pyrazolo[1,5-a]pyrimidine-3-carbonitrile, 50 parts of ethyl acetate, 10 parts of acetic acid and 0.2 parts of 5% palladium-on-carbon catalyst was shaken on a Parr hydrogenator under about 30 pounds of hydrogen pressure for 4.5 hours. The reaction mixture was filtered, and the mother liquor was concentrated to remove the solvent. The yellow oil which was obtained was crystallized by trituration in ether. The crystalline product wa... The reactants are C(#N)C=1C=C(C=CC1)C=1C(=CNC1)C(=O)OC (methyl 4-(3-cyano-phenyl)-1H-pyrrole-3-carboxylate), ClN1C(CCC1=O)=O (N-chlorosuccinimide), O (water). Solvent: O1CCCC1 (tetrahydrofuran). Conditions: time 6 hour. Product: ClC1=C(C(=CN1)C(=O)OC)C1=CC(=CC=C1)C#N (methyl 5-chloro-4-(3-cyanophenyl)-1H-pyrrole-3-carboxylate). The yield is 90.0%. Reaction SMILES: [C:1]([C:3]1[CH:4]=[C:5]([C:9]2[C:10]([C:14]([O:16][CH3:17])=[O:15])=[CH:11][NH:12][CH:13]=2)[CH:6]=[CH:7][CH:8]=1)#[N:2].[Cl:18]N1C(=O)CCC1=O.O>O1CCCC1>[Cl:18][C:13]1[NH:12][CH:11]=[C:10]([C:14]([O:16][CH3:17])=[O:15])[C:9]=1[C:5]1[CH:6]=[CH:7][CH:8]=[C:3]([C:1]#[N:2])[CH:4]=1. Procedure details: To a solution of 16.5 g (72.9 mmol) of methyl 4-(3-cyano-phenyl)-1H-pyrrole-3-carboxylate in 150 ml of tetrahydrofuran are added portionwise 9.93 g (74.4 mmol) of N-chlorosuccinimide (CAS 128-09-6) and the mixture is then stirred for 6 hours at reflux. After cooling, 250 ml of water are added and the reaction product is extracted with ethyl acetate. The organic phase is dried over sodium sulfate and the solvent is evaporated off under reduced pressure to give 17.1 g of methyl 5-chloro-4-(3-cyano...